This data is from the Open Reaction Database (ORD), a public repository of structured organic reaction records. The task is: describe an organic reaction: reactants, conditions, products, and yield Starting materials: ClC=1C=C2C(=C(N(C(C2=CC1)=O)CC1=CC=C(C=C1)S(=O)(=O)C)C(=O)O)C1=CC=CC=C1 (6-chloro-2-(4-methanesulfonylbenzyl)-1-oxo-4-phenyl-1,2-dihydroisoquinoline-3-carboxylic acid), C(C)(C)OC(C)C (diisopropyl ether). Product: ClC=1C=C2C(=C(N(C(C2=CC1)=O)CC1=CC=C(C=C1)S(=O)(=O)C)CO)C1=CC=CC=C1 (6-chloro-3-hydroxymethyl-2-(4-methanesulfonylbenzyl)-4-phenyl-2H-isoquinolin-1-one). RXN SMILES: [Cl:1][C:2]1[CH:3]=[C:4]2[C:9](=[CH:10][CH:11]=1)[C:8](=[O:12])[N:7]([CH2:13][C:14]1[CH:19]=[CH:18][C:17]([S:20]([CH3:23])(=[O:22])=[O:21])=[CH:16][CH:15]=1)[C:6]([C:24](O)=[O:25])=[C:5]2[C:27]1[CH:32]=[CH:31][CH:30]=[CH:29][CH:28]=1.C(OC(C)C)(C)C>>[Cl:1][C:2]1[CH:3]=[C:4]2[C:9](=[CH:10][CH:11]=1)[C:8](=[O:12])[N:7]([CH2:13][C:14]1[CH:15]=[CH:16][C:17]([S:20]([CH3:23])(=[O:21])=[O:22])=[CH:18][CH:19]=1)[C:6]([CH2:24][OH:25])=[C:5]2[C:27]1[CH:28]=[CH:29][CH:30]=[CH:31][CH:32]=1. Procedure details: In the same manner as in Example 310, the title compound was synthesized using 6-chloro-2-(4-methanesulfonylbenzyl)-1-oxo-4-phenyl-1,2-dihydroisoquinoline-3-carboxylic acid. Crystals (diisopropyl ether). The reactants are C(C(=O)Cl)(=O)Cl (oxalyl chloride), CS(=O)C (DMSO), COC1=NC(=CC(=C1)CO)C ((2-methoxy-6-methyl-pyridin-4-yl)methanol). The solvent is ClCCl (dichloromethane), ClCCl (dichloromethane), O (Water), ClCCl (dichloromethane), C(C)N(CC)CC (triethylamine). Run at temperature -78 celsius, time 30 minute. The product is COC1=NC(=CC(=C1)C=O)C (2-methoxy-6-methylpyridine-4-carbaldehyde). Reaction SMILES: C(Cl)(=O)C(Cl)=O.CS(C)=O.[CH3:11][O:12][C:13]1[CH:18]=[C:17]([CH2:19][OH:20])[CH:16]=[C:15]([CH3:21])[N:14]=1>ClCCl.O.C(N(CC)CC)C>[CH3:11][O:12][C:13]1[CH:18]=[C:17]([CH:19]=[O:20])[CH:16]=[C:15]([CH3:21])[N:14]=1. Procedure: To 50 ml of dichloromethane containing 1.67 ml of oxalyl chloride there was added dropwise 1.36 ml of DMSO at −78° C. under a nitrogen atmosphere, and the mixture was stirred at −78° C. for 30 minutes. Next, 10 ml of a dichloromethane solution containing (2-methoxy-6-methyl-pyridin-4-yl)methanol was added dropwise, and the mixture was stirred at −78° C. for 30 minutes. After then adding 6.7 ml of triethylamine to the reaction mixture over a period of 10 minutes, the mixture was stirred for 30 mi... The reactants are BrCCCCOC1=CC2=C(C(=NS2)C2=CC=C(C=C2)Br)C=C1 (6-(4-Bromo-butoxy)-3-(4-bromo-phenyl)-benzo[d]isothiazole), C(C)N (Ethylamine). Product: BrC1=CC=C(C=C1)C1=NSC2=C1C=CC(=C2)OCCCCNCC ({4-[3-(4-Bromo-phenyl)-benzo[d]isothiazol-6-yloxy]-butyl}-ethyl-amine). As a reaction SMILES: Br[CH2:2][CH2:3][CH2:4][CH2:5][O:6][C:7]1[CH:22]=[CH:21][C:10]2[C:11]([C:14]3[CH:19]=[CH:18][C:17]([Br:20])=[CH:16][CH:15]=3)=[N:12][S:13][C:9]=2[CH:8]=1.[CH2:23]([NH2:25])[CH3:24]>>[Br:20][C:17]1[CH:18]=[CH:19][C:14]([C:11]2[C:10]3[CH:21]=[CH:22][C:7]([O:6][CH2:5][CH2:4][CH2:3][CH2:2][NH:25][CH2:23][CH3:24])=[CH:8][C:9]=3[S:13][N:12]=2)=[CH:15][CH:16]=1. Procedure: In analogy to example 3.1, 6-(4-Bromo-butoxy)-3-(4-bromo-phenyl)-benzo[d]isothiazole and Ethylamine were converted to yield {4-[3-(4-Bromo-phenyl)-benzo[d]isothiazol-6-yloxy]-butyl}-ethyl-amine as white solid, MS: 405 (MH+, 1Br).